This data is from the Open Reaction Database (ORD), a public repository of structured organic reaction records. The task is: describe an organic reaction: reactants, conditions, products, and yield The reactants are COC(=O)C(C)Br, O=C([O-])[O-], CCOC(C)=O, CN(C)C=O, [Cs+], [Cs+], O, CCCc1nc(C)n(-c2ccc(O)cc2)c(=O)c1Cc1ccc(-c2ccccc2C#N)cc1. Product: CCCc1nc(C)n(-c2ccc(OC(C)C(=O)OC)cc2)c(=O)c1Cc1ccc(-c2ccccc2C#N)cc1. As a reaction SMILES: [Br:34][CH:35]([C:36](=[O:37])[O:38][CH3:39])[CH3:40].[C:41](=[O:42])([O-:43])[O-:44].[CH3:47][CH2:48][O:49][C:50](=[O:51])[CH3:52].[CH3:53][N:54]([CH3:55])[CH:56]=[O:57].[Cs+:45].[Cs+:46].[OH2:58].[OH:1][c:2]1[cH:3][cH:4][c:5](-[n:8]2[c:9]([CH3:33])[n:10][c:11]([CH2:30][CH2:31][CH3:32])[c:12]([CH2:15][c:16]3[cH:17][cH:18][c:19](-[c:22]4[c:23]([C:28]#[N:29])[cH:24][cH:25][cH:26][cH:27]4)[cH:20][cH:21]3)[c:13]2=[O:14])[cH:6][cH:7]1>>[O:1]([c:2]1[cH:3][cH:4][c:5](-[n:8]2[c:9]([CH3:33])[n:10][c:11]([CH2:30][CH2:31][CH3:32])[c:12]([CH2:15][c:16]3[cH:17][cH:18][c:19](-[c:22]4[c:23]([C:28]#[N:29])[cH:24][cH:25][cH:26][cH:27]4)[cH:20][cH:21]3)[c:13]2=[O:14])[cH:6][cH:7]1)[CH:35]([C:36](=[O:37])[O:38][CH3:39])[CH3:40]. Reactants: C(=O)(OC)C=1C=C(C(=O)Cl)C=CC1 (3-carbomethoxybenzoyl chloride), [Cl-].[Al+3].[Cl-].[Cl-] (Aluminium chloride), C(C)C1=CC=C(C=C1)OC (4-Ethylanisole). Run in ClCCl (dichloromethane), ClCCl (dichloromethane). Reaction conditions: time 8 hour. The product is C(C)C=1C=CC(=C(C(=O)C2=CC(=CC=C2)C(=O)OC)C1)OC (5-ethyl-2-methoxy-3'-carbomethoxybenzophenone). RXN SMILES: [Cl-].[Al+3].[Cl-].[Cl-].[C:5]([C:9]1[CH:10]=[C:11]([CH:15]=[CH:16][CH:17]=1)[C:12](Cl)=[O:13])([O:7][CH3:8])=[O:6].[CH2:18]([C:20]1[CH:25]=[CH:24][C:23]([O:26][CH3:27])=[CH:22][CH:21]=1)[CH3:19]>ClCCl>[CH2:18]([C:20]1[CH:21]=[CH:22][C:23]([O:26][CH3:27])=[C:24]([CH:25]=1)[C:12]([C:11]1[CH:15]=[CH:16][CH:17]=[C:9]([C:5]([O:7][CH3:8])=[O:6])[CH:10]=1)=[O:13])[CH3:19] |f:0.1.2.3|. Procedure: Aluminium chloride (39.9 g, 0.3 mole) was stirred in dichloromethane (133 ml) and treated with 3-carbomethoxybenzoyl chloride (59.5 g, 0.3 mole) (ice-bath cooling), over 0.5 hours.4-Ethylanisole (40.8 g, 0.3 mole) in dichloromethane (70 ml) was added to the stirred, cooled mixture, which was then stirred at room temperature overnight. The reaction mixture was processed as in Example 15 to leave 5-ethyl-2-methoxy-3'-carbomethoxybenzophenone. The latter was heated in 55% aqueous hydrogen bromide (... The reactants are C(C1=CC=CC=C1)OC1=C(C=C(C=C1)B(O)O)OC (4-benzyloxy-3-methoxyphenylboronic acid), BrC=1C=C(C=CC1)C1=NC(=CC=C1)C(F)(F)F (2-(3-bromophenyl)-6-(trifluoromethyl)pyridine), C([O-])([O-])=O.[Na+].[Na+] (sodium carbonate). Reagents/catalysts: C=1C=CC(=CC1)[P](C=2C=CC=CC2)(C=3C=CC=CC3)[Pd]([P](C=4C=CC=CC4)(C=5C=CC=CC5)C=6C=CC=CC6)([P](C=7C=CC=CC7)(C=8C=CC=CC8)C=9C=CC=CC9)[P](C=1C=CC=CC1)(C=1C=CC=CC1)C=1C=CC=CC1 (tetrakis(triphenylphosphine)palladium). Run in C1(=CC=CC=C1)C (toluene), C(C)O (ethanol). Run at temperature 90 celsius, time 2 hour. Yields the product C(C1=CC=CC=C1)OC1=C(C=C(C=C1)C1=CC(=CC=C1)C1=NC(=CC=C1)C(F)(F)F)OC (2-(4′-(benzyloxy)-3′-methoxybiphenyl-3-yl)-6-(trifluoromethyl)pyridine). Reaction SMILES: [CH2:1]([O:8][C:9]1[CH:14]=[CH:13][C:12](B(O)O)=[CH:11][C:10]=1[O:18][CH3:19])[C:2]1[CH:7]=[CH:6][CH:5]=[CH:4][CH:3]=1.Br[C:21]1[CH:22]=[C:23]([C:27]2[CH:32]=[CH:31][CH:30]=[C:29]([C:33]([F:36])([F:35])[F:34])[N:28]=2)[CH:24]=[CH:25][CH:26]=1.C(=O)([O-])[O-].[Na+].[Na+]>C1(C)C=CC=CC=1.C(O)C.C1C=CC([P]([Pd]([P](C2C=CC=CC=2)(C2C=CC=CC=2)C2C=CC=CC=2)([P](C2C=CC=CC=2)(C2C=CC=CC=2)C2C=CC=CC=2)[P](C2C=CC=CC=2)(C2C=CC=CC=2)C2C=CC=CC=2)(C2C=CC=CC=2)C2C=CC=CC=2)=CC=1>[CH2:1]([O:8][C:9]1[CH:14]=[CH:13][C:12]([C:25]2[CH:26]=[CH:21][CH:22]=[C:23]([C:27]3[CH:32]=[CH:31][CH:30]=[C:29]([C:33]([F:36])([F:34])[F:35])[N:28]=3)[CH:24]=2)=[CH:11][C:10]=1[O:18][CH3:19])[C:2]1[CH:7]=[CH:6][CH:5]=[CH:4][CH:3]=1 |f:2.3.4,^1:56,58,77,96|. Procedure details: To a stirred solution of 4-benzyloxy-3-methoxyphenylboronic acid (1.0 g, 3.87 mmol) and 2-(3-bromophenyl)-6-(trifluoromethyl)pyridine (1.063 g, 3.52 mmol) in toluene (10 mL) and ethanol (1 mL) at room temperature under argon was added 2 N aqueous sodium carbonate solution (5.41 mL, 10.82 mmol) followed by tetrakis(triphenylphosphine)palladium (0.22 g, 0.19 mmol). The resulting mixture was stirred at 90° C. for two hours and then allowed to cool to room temperature. The phases were separated and ... The reactants are Cl.NC(=N)N (guanidine hydrochloride), [OH-].[Na+] (sodium hydroxide), C1(CC1)C1=C(C=NN1C1=C2C=CC=NC2=CC=C1)C(=O)Cl (5-cyclopropyl-1-quinolin-5-yl-1H-pyrazole4-carboxylic acid chloride). The solvent is O1CCCC1 (tetrahydrofuran). Product: C1(CC1)C1=C(C=NN1C1=C2C=CC=NC2=CC=C1)C(=O)NC(=N)N (N-(5-cyclopropyl-1-quinolin-5-yl-1H-pyrazole4-carbonyl)-guanidine). Reaction SMILES: Cl.[NH2:2][C:3]([NH2:5])=[NH:4].[OH-].[Na+].[CH:8]1([C:11]2[N:15]([C:16]3[CH:25]=[CH:24][CH:23]=[C:22]4[C:17]=3[CH:18]=[CH:19][CH:20]=[N:21]4)[N:14]=[CH:13][C:12]=2[C:26](Cl)=[O:27])[CH2:10][CH2:9]1>O1CCCC1>[CH:8]1([C:11]2[N:15]([C:16]3[CH:25]=[CH:24][CH:23]=[C:22]4[C:17]=3[CH:18]=[CH:19][CH:20]=[N:21]4)[N:14]=[CH:13][C:12]=2[C:26]([NH:4][C:3]([NH2:5])=[NH:2])=[O:27])[CH2:10][CH2:9]1 |f:0.1,2.3|. Reported procedure: combining guanidine hydrochloride and sodium hydroxide with a suspension of 5-cyclopropyl-1-quinolin-5-yl-1H-pyrazole4-carboxylic acid chloride in tetrahydrofuran at a temperature of about −10° C. to about 10° C. for about 1 hour to about 3 hours to form N-(5-cyclopropyl-1-quinolin-5-yl-1H-pyrazole4-carbonyl)-guanidine; and Starting materials: C1(CCCCC1)ON1C(CC(CC1(C)C)=O)(C)C (1-cyclohexyloxy-2,2,6,6-tetramethylpiperidin-4-one), C(CCC)N (butylamine). The product is C1(CCCCC1)ON1C(CC(CC1(C)C)NCCCC)(C)C (1-Cyclohexyloxy-4-(n-butylamino)-2,2,6,6-tetramethylpiperidine). Reaction SMILES: [CH:1]1([O:7][N:8]2[C:13]([CH3:15])([CH3:14])[CH2:12][C:11](=O)[CH2:10][C:9]2([CH3:18])[CH3:17])[CH2:6][CH2:5][CH2:4][CH2:3][CH2:2]1.[CH2:19]([NH2:23])[CH2:20][CH2:21][CH3:22]>>[CH:1]1([O:7][N:8]2[C:13]([CH3:15])([CH3:14])[CH2:12][CH:11]([NH:23][CH2:19][CH2:20][CH2:21][CH3:22])[CH2:10][C:9]2([CH3:18])[CH3:17])[CH2:6][CH2:5][CH2:4][CH2:3][CH2:2]1. Procedure: The title compound, a colorless oil, is prepared from 1-cyclohexyloxy-2,2,6,6-tetramethylpiperidin-4-one and butylamine according to the procedure given in Example 38. Reactants: [C@@H]1([C@H](O)[C@H](O)[C@@H](CO)O1)N1C(=O)NC(=O)C=C1 (Uridine), mercuric chloride, C(C=C)#N (acrylonitrile), lithium tetrachloro-palladiate. The reagents and catalysts are [Pd] (palladium on charcoal). Solvent: CO (methanol), CO (methanol). Product: NCCCC=1C(NC(N([C@H]2C[C@H](O)[C@@H](CO)O2)C1)=O)=O (5-(3-aminopropyl) deoxyuridine). As a reaction SMILES: [C@@H:1]1([N:10]2[CH:17]=[CH:16][C:14](=[O:15])[NH:13][C:11]2=[O:12])[O:9][C@H:6]([CH2:7][OH:8])[C@@H:4]([OH:5])[C@H:2]1O.[C:18](#[N:21])[CH:19]=[CH2:20]>CO.[Pd]>[NH2:21][CH2:18][CH2:19][CH2:20][C:16]1[C:14](=[O:15])[NH:13][C:11](=[O:12])[N:10]([CH:17]=1)[C@@H:1]1[O:9][C@H:6]([CH2:7][OH:8])[C@@H:4]([OH:5])[CH2:2]1. Reported procedure: Uridine is reacted with mercuric chloride (5 mmol) at pH 5.0. 5-mercurichloride-dU so produced is reacted with acrylonitrile and lithium tetrachloro-palladiate in methanol yielding 5-(2-cyanoethyl) which is reduced by hydrogenation at 3 atmospheres in the presence of 10% palladium on charcoal in methanol. As a reaction SMILES: CCN(C1C=CC2C(C3C=CC(S([O-])(=O)=O)=CC=3S([O-])(=O)=O)=[C:13]3[C:23]([O:24][C:8]=2C=1)=CC(=[N+](CC)CC)C=C3)CC.[Na+].CC[NH:42][C:43]1C=CC(C(C2C=CC(S([O-])(=O)=[O:67])=CC=2S(O)(=O)=O)C2C=C(C)C(=NCC)C=C2)=C[C:44]=1[CH3:74].[Na+].S(=O)(=O)(O)[OH:77].S([O:86][CH3:87])(OC)(=O)=O>CC(/C(/C([O-])=NC1C(Cl)=CC=CC=1)=N\NC1C=C(S(NC2C(C([O-])=O)=CC=CC=2)(=O)=O)C=CC=1[O-])=O.CC(/C(/C([O-])=NC1C(Cl)=CC=CC=1)=N\NC1C=C(S(NC2C(C([O-])=O)=CC=CC=2)(=O)=O)C=CC=1[O-])=O.[Na+].[Na+].[Na+].[Na+].[Co+2]>[OH:67][CH2:13][CH:23]([CH2:87][OH:86])[OH:24].[CH2:8]1[O:24][CH:23]1[CH3:13].[C:43]([NH2:42])(=[O:77])[CH:44]=[CH2:74] |f:0.1,2.3,6.7.8.9.10.11.12,13.14|. The product is OCC(O)CO.C1C(C)O1 (glycerol propylene oxide), C(C=C)(=O)N (acrylamide). Reagents/catalysts: CC(=O)/C(=N\NC1=C(C=CC(=C1)S(=O)(=O)NC2=CC=CC=C2C(=O)[O-])[O-])/C(=NC3=CC=CC=C3Cl)[O-].CC(=O)/C(=N\NC1=C(C=CC(=C1)S(=O)(=O)NC2=CC=CC=C2C(=O)[O-])[O-])/C(=NC3=CC=CC=C3Cl)[O-].[Na+].[Na+].[Na+].[Na+].[Co+2] (Acid Yellow 220). Reported procedure: The glass fiber ribbon is dyed by impregnating it at room temperature in a liquor which contains 6 g of a dye mixture of C.I. Acid Yellow 220, C.I. Acid Red 315 and C.I. Acid Blue 317 (weight ratio 2:1:1), 1 g/l of a mixture of tallow fatty amine/ethylene oxide adducts which have been esterified with sulfuric acid or quaternized with dimethyl sulfate, and 10 g/l of a 4% solution of a graft polymer formed from a glycerol-propylene oxide adduct and acrylamide. Starting materials: CCNC1=C(C=C(C=C1)C(C2C=CC(=NCC)C(=C2)C)C3=C(C=C(C=C3)S(=O)(=O)[O-])S(=O)(=O)O)C.[Na+] (Acid Blue), fatty amine ethylene oxide, solution, S(=O)(=O)(OC)OC (dimethyl sulfate), dye mixture, CCN(CC)C1=CC2=C(C=C1)C(=C3C=CC(=[N+](CC)CC)C=C3O2)C4=C(C=C(C=C4)S(=O)(=O)[O-])S(=O)(=O)[O-].[Na+] (Acid Red), S(O)(O)(=O)=O (sulfuric acid). The reactants are OC1CC2CC1CC2OCc1ccccc1, ClCCl, O=[Cr](=O)([O-])Cl, c1cc[nH+]cc1. Product: O=C1CC2CC1CC2OCc1ccccc1. As a reaction SMILES: [CH2:1]([c:2]1[cH:3][cH:4][cH:5][cH:6][cH:7]1)[O:8][CH:9]1[CH:10]2[CH2:11][CH:12]([OH:16])[CH:13]([CH2:14]1)[CH2:15]2.[Cl:28][CH2:29][Cl:30].[O:17]=[Cr:18]([Cl:19])([O-:20])=[O:21].[nH+:22]1[cH:23][cH:24][cH:25][cH:26][cH:27]1>>[CH2:1]([c:2]1[cH:3][cH:4][cH:5][cH:6][cH:7]1)[O:8][CH:9]1[CH:10]2[CH2:11][C:12](=[O:16])[CH:13]([CH2:14]1)[CH2:15]2. Starting materials: C1(CCCC1)NC1=NC(=CC(=N1)Cl)Cl (2-(cyclopentylamino)-4,6-dichloropyrimidine), C1(CCCC1)N (cyclopentylamine). Solvent: C(C)(C)O (isopropanol). Run at time 6 hour. Product: C1(CCCC1)NC1=NC(=CC(=N1)NC1CCCC1)Cl (2,4-bis(cyclopentylamino)-6-chloropyrimidine). RXN SMILES: [CH:1]1([NH:6][C:7]2[N:12]=[C:11]([Cl:13])[CH:10]=[C:9](Cl)[N:8]=2)[CH2:5][CH2:4][CH2:3][CH2:2]1.[CH:15]1([NH2:20])[CH2:19][CH2:18][CH2:17][CH2:16]1>C(O)(C)C>[CH:1]1([NH:6][C:7]2[N:8]=[C:9]([NH:20][CH:15]3[CH2:19][CH2:18][CH2:17][CH2:16]3)[CH:10]=[C:11]([Cl:13])[N:12]=2)[CH2:2][CH2:3][CH2:4][CH2:5]1. Procedure: 5.0 g of 2-(cyclopentylamino)-4,6-dichloropyrimidine are dissolved in 25 ml of isopropanol, 7.5 ml of cyclopentylamine are added thereto and the reaction mixture is boiled for 6 hours. Then the reaction mixture is evaporated, the residue is separated between 80 ml of chloroform and 15 ml of 10% sodium hydroxide solution. After separation the organic phase is washed 4 times with 20 ml of water each, then dried and evaporated. The title compound is obtained after recrystallization from hexane in a... The reactants are FC1=C(C=CC=C1)C=1N=C(N=NC1)SC (5-(o-fluorophenyl)-3-(methylthio)-1,2,4-triazine), NN (hydrazine). Solvent: CO.O1CCCC1 (methanol tetrahydrofuran). Yields the product FC1=C(C=CC=C1)C=1N=C(N=NC1)NN (5-(o-fluorophenyl)-3-hydrazino-1,2,4-triazine). Reaction SMILES: [F:1][C:2]1[CH:7]=[CH:6][CH:5]=[CH:4][C:3]=1[C:8]1[N:9]=[C:10](SC)[N:11]=[N:12][CH:13]=1.[NH2:16][NH2:17]>CO.O1CCCC1>[F:1][C:2]1[CH:7]=[CH:6][CH:5]=[CH:4][C:3]=1[C:8]1[N:9]=[C:10]([NH:16][NH2:17])[N:11]=[N:12][CH:13]=1 |f:2.3|. Procedure: To a solution of 27.6 g. of 5-(o-fluorophenyl)-3-(methylthio)-1,2,4-triazine in 100 ml. of 1:1 methanol-tetrahydrofuran is added 6.4 ml. of 95% hydrazine. The mixture is refluxed for about 22 hours and then cooled. The solid is recovered by filtration, giving 5-(o-fluorophenyl)-3-hydrazino-1,2,4-triazine as yellow crystals.